From a dataset of the Open Reaction Database (ORD), a public repository of structured organic reaction records. describe an organic reaction: reactants, conditions, products, and yield The reactants are [H-].[Na+] (sodium hydride), C(C)O (ethanol), NC1N(C(=NC(=N1)Cl)F)OC(F)F (2-amino-4-chlorodifluoromethoxy-6-fluoro-1,3,5-triazine). Conditions: time 15 minute. Yields the product NC1N(C(=NC(=N1)Cl)OCC)OC(F)F (2-Amino-4-chlorodifluoromethoxy-6-ethoxy-1,3,5-triazine). RXN SMILES: [H-].[Na+].[NH2:3][CH:4]1[N:9]=[C:8]([Cl:10])[N:7]=[C:6](F)[N:5]1[O:12][CH:13]([F:15])[F:14].[CH2:16]([OH:18])[CH3:17]>>[NH2:3][CH:4]1[N:9]=[C:8]([Cl:10])[N:7]=[C:6]([O:18][CH2:16][CH3:17])[N:5]1[O:12][CH:13]([F:15])[F:14] |f:0.1|. Procedure details: 1.2 g (0.0466 mol) of 97% sodium hydride were added a little at a time to 150 ml of ethanol at 20°-35° C. and dissolved by stirring for 15 minutes. Then, while stirring at 0° C., 10.0 g (0.046 mol) of 2-amino-4-chlorodifluoromethoxy-6-fluoro-1,3,5-triazine were added, and the mixture was stirred at 0° C. for 1 hour and at 22° C. overnight. The residue from concentration under reduced pressure was taken up in methylene chloride, extracted with water and dried. Concentration yielded 10.6 g (94.6% ...